From a dataset of the Open Reaction Database (ORD), a public repository of structured organic reaction records. describe an organic reaction: reactants, conditions, products, and yield Procedure: A solution of 1.0 g of n-butyl isocyanate in 5 ml of tetrahydrofuran was added to a solution of 1.76 g of 1-benzylpiperazine in 20 ml of tetrahydrofuran with ice cooling. The mixture was stirred at room temperature for 2 hours and, then, concentrated under reduced pressure to give 2.8 g of crude 1-benzyl-4-butylaminocarbonylpiperazine. The intermediate was submitted to the next step without purification. As a reaction SMILES: [CH2:1]([N:5]=[C:6]=[O:7])[CH2:2][CH2:3][CH3:4].[CH2:8]([N:15]1[CH2:20][CH2:19][NH:18][CH2:17][CH2:16]1)[C:9]1[CH:14]=[CH:13][CH:12]=[CH:11][CH:10]=1>O1CCCC1>[CH2:8]([N:15]1[CH2:20][CH2:19][N:18]([C:6]([NH:5][CH2:1][CH2:2][CH2:3][CH3:4])=[O:7])[CH2:17][CH2:16]1)[C:9]1[CH:10]=[CH:11][CH:12]=[CH:13][CH:14]=1. Isolated yield 101.8%. Product: C(C1=CC=CC=C1)N1CCN(CC1)C(=O)NCCCC (1-benzyl-4-butylaminocarbonylpiperazine). The reactants are C(CCC)N=C=O (n-butyl isocyanate), C(C1=CC=CC=C1)N1CCNCC1 (1-benzylpiperazine). Run at time 2 hour. Run in O1CCCC1 (tetrahydrofuran), O1CCCC1 (tetrahydrofuran).